describe an organic reaction: reactants, conditions, products, and yield From a dataset of the Open Reaction Database (ORD), a public repository of structured organic reaction records. The reactants are ClC1=CC=NC2=C(C=CC=C12)NC(C1=C(C=CC=C1Cl)Cl)=O (4-chloro-8-(2,6-dichlorobenzoylamino)quinoline), COCCN (2-methoxyethylamine), O (Water). The solvent is CN1C(CCC1)=O (N-methylpyrrolidone). Reaction conditions: temperature 120 celsius, time 1 hour. Yields the product ClC1=C(C(=O)NC=2C=CC=C3C(=CC=NC23)NCCOC)C(=CC=C1)Cl (8-(2,6-dichlorobenzoylamino)-4-(2-methoxyethylamino)quinoline). Isolated yield 58.6%. Reaction SMILES: Cl[C:2]1[C:11]2[C:6](=[C:7]([NH:12][C:13](=[O:22])[C:14]3[C:19]([Cl:20])=[CH:18][CH:17]=[CH:16][C:15]=3[Cl:21])[CH:8]=[CH:9][CH:10]=2)[N:5]=[CH:4][CH:3]=1.[CH3:23][O:24][CH2:25][CH2:26][NH2:27].O>CN1CCCC1=O>[Cl:21][C:15]1[CH:16]=[CH:17][CH:18]=[C:19]([Cl:20])[C:14]=1[C:13]([NH:12][C:7]1[CH:8]=[CH:9][CH:10]=[C:11]2[C:6]=1[N:5]=[CH:4][CH:3]=[C:2]2[NH:27][CH2:26][CH2:25][O:24][CH3:23])=[O:22]. Procedure details: A mixture of 4-chloro-8-(2,6-dichlorobenzoylamino)quinoline (100 mg) and 2-methoxyethylamine (314 mg) in N-methylpyrrolidone (1 ml) was heated at 120° C. overnight. Water (3 ml) was added thereto under ice-cooling, and the mixture was stirred for 1 hour. The resulting precipitate was collected by filtration, and the residue was purified by preparative thin layer chromatography (methanoldichloromethane) to give 8-(2,6-dichlorobenzoylamino)-4-(2-methoxyethylamino)quinoline (65 mg). The product is NC1=NC(=CC(=N1)NC(C)C)Cl (2-Amino-4-isopropylamino-6-chloro-pyrimidine). Reactants: NC1=NC(=CC(=N1)Cl)Cl (2-amino-4,6-dichloro-pyrimidine), alcohol, C(C)(C)N (isopropylamine), [OH-].[Na+] (caustic soda). Solvent: C(Cl)(Cl)Cl (chloroform), C(Cl)(Cl)Cl (chloroform), C(Cl)(Cl)Cl (chloroform). Procedure: 600 g of 2-amino-4,6-dichloro-pyrimidine (3.66 mols) are added to 3000 cc of alcohol, 395 g of isopropylamine (8.05 mols) are added, and the mixture is slowly heated to 80° during the course of 2 hours while stirring. After the material is dissolved, the solution is heated under reflux for 3 hours. The alcohol is then distilled off and the residue dissolved in dilute sulphuric acid. The solution must give a clearly acid reaction. The solution is shaken out several times with chloroform. A layer ... RXN SMILES: [NH2:1][C:2]1[N:7]=[C:6]([Cl:8])[CH:5]=[C:4](Cl)[N:3]=1.[CH:10]([NH2:13])([CH3:12])[CH3:11].[OH-].[Na+]>C(Cl)(Cl)Cl>[NH2:1][C:2]1[N:3]=[C:4]([NH:13][CH:10]([CH3:12])[CH3:11])[CH:5]=[C:6]([Cl:8])[N:7]=1 |f:2.3|. RXN SMILES: [NH2:1][C:2]1[CH:12]=[CH:11][C:5]([C:6]([O:8]CC)=[O:7])=[CH:4][CH:3]=1.[CH2:13]([S:17](Cl)(=[O:19])=[O:18])[CH2:14][CH2:15][CH3:16]>N1C=CC=CC=1>[CH2:13]([S:17]([NH:1][C:2]1[CH:3]=[CH:4][C:5]([C:6]([OH:8])=[O:7])=[CH:11][CH:12]=1)(=[O:19])=[O:18])[CH2:14][CH2:15][CH3:16]. Procedure: In a manner similar to Preparation 9 react ethyl 4-aminobenzoate with 1-butanesulfonyl chloride and pyridine to obtain the title compound. Reactants: NC1=CC=C(C(=O)OCC)C=C1 (ethyl 4-aminobenzoate), C(CCC)S(=O)(=O)Cl (1-butanesulfonyl chloride). Product: C(CCC)S(=O)(=O)NC1=CC=C(C(=O)O)C=C1 (4-[(1-Butylsulfonyl)amino]benzoic acid). Solvent: N1=CC=CC=C1 (pyridine). The reactants are COC(=O)C1=CC=C(C=C1)C=1C([C@@H]2CC[C@]3([C@@]4(CC[C@@]5([C@@H]([C@H]4CC[C@@H]3[C@]2(CC1)C)[C@@H](CC5)C(=C)C)NCCN5[C@@H]1CN([C@H](C5)C1)C(=O)OC(C)(C)C)C)C)(C)C ((1S,4S)-tert-butyl 5-(2-(((1R,3aS,5aR,5bR,7aR,11aS,11bR,13aR,13bR)-9-(4-(methoxycarbonyl)phenyl)-5a,5b,8,8,11a-pentamethyl-1-(prop-1-en-2-yl)-2,3,3a,4,5,5a,5b,6,7,7a,8,11,11a,11b,12,13,13a,13b-octadecahydro-1H-cyclopenta[a]chrysen-3a-yl)amino)ethyl)-2,5-diazabicyclo[2.2.1]heptane-2-carboxylate), C(=O)(C(F)(F)F)O (TFA). The solvent is C(Cl)Cl (DCM). Reaction conditions: time 3 hour. The product is [C@@H]12N(C[C@@H](NC1)C2)CCN[C@]21[C@@H]([C@H]3CC[C@@H]4[C@]5(CC=C(C([C@@H]5CC[C@]4([C@@]3(CC2)C)C)(C)C)C2=CC=C(C(=O)OC)C=C2)C)[C@@H](CC1)C(=C)C (methyl 4-((1R,3aS,5aR,5bR,7aR,11aS,11bR,13aR,13bR)-3a-((2-((1S,4S)-2,5-diazabicyclo[2.2.1]heptan-2-yl)ethyl)amino)-5a,5b,8,8,11a-pentamethyl-1-(prop-1-en-2-yl)-2,3,3a,4,5,5a,5b,6,7,7a,8,11,11a,11b,12,13,13a,13b-octadecahydro-1H-cyclopenta[a]chrysen-9-yl)benzoate), C(=O)(C(F)(F)F)O (TFA). The yield is 121.0%. As a reaction SMILES: [CH3:1][O:2][C:3]([C:5]1[CH:10]=[CH:9][C:8]([C:11]2[C:12]([CH3:56])([CH3:55])[C@H:13]3[C@:26]([CH3:29])([CH2:27][CH:28]=2)[C@@H:25]2[C@:16]([CH3:54])([C@@:17]4([CH3:53])[C@H:22]([CH2:23][CH2:24]2)[C@H:21]2[C@H:30]([C:33]([CH3:35])=[CH2:34])[CH2:31][CH2:32][C@:20]2([NH:36][CH2:37][CH2:38][N:39]2[CH2:44][C@@H:43]5[CH2:45][C@H:40]2[CH2:41][N:42]5C(OC(C)(C)C)=O)[CH2:19][CH2:18]4)[CH2:15][CH2:14]3)=[CH:7][CH:6]=1)=[O:4].[C:57]([OH:63])([C:59]([F:62])([F:61])[F:60])=[O:58]>C(Cl)Cl>[C@H:40]12[CH2:45][C@H:43]([NH:42][CH2:41]1)[CH2:44][N:39]2[CH2:38][CH2:37][NH:36][C@:20]12[CH2:32][CH2:31][C@@H:30]([C:33]([CH3:35])=[CH2:34])[C@@H:21]1[C@@H:22]1[C@@:17]([CH3:53])([CH2:18][CH2:19]2)[C@@:16]2([CH3:54])[C@@H:25]([C@:26]3([CH3:29])[C@@H:13]([CH2:14][CH2:15]2)[C:12]([CH3:55])([CH3:56])[C:11]([C:8]2[CH:9]=[CH:10][C:5]([C:3]([O:2][CH3:1])=[O:4])=[CH:6][CH:7]=2)=[CH:28][CH2:27]3)[CH2:24][CH2:23]1.[C:57]([OH:63])([C:59]([F:62])([F:61])[F:60])=[O:58]. Procedure details: To a solution of (1S,4S)-tert-butyl 5-(2-(((1R,3aS,5aR,5bR,7aR,11aS,11bR,13aR,13bR)-9-(4-(methoxycarbonyl)phenyl)-5a,5b,8,8,11a-pentamethyl-1-(prop-1-en-2-yl)-2,3,3a,4,5,5a,5b,6,7,7a,8,11,11a,11b,12,13,13a,13b-octadecahydro-1H-cyclopenta[a]chrysen-3a-yl)amino)ethyl)-2,5-diazabicyclo[2.2.1]heptane-2-carboxylate (419 mg, 0.545 mmol) in DCM (10 mL) was added TFA (2 mL, 26.0 mmol) and the mixture was stirred at rt for 3 h. The reaction mixture was concentrated and dark brown viscous oil was dried to... Starting materials: FC(S(=O)(=O)OC1=C(C=C(C=C1C)[N+](=O)[O-])C)(F)F (2,6-dimethyl-4-nitrophenyl trifluoromethanesulfonate), O.[Br-].[Li+] (Lithium bromide monohydrate). The solvent is CN(C=O)C (N,N-dimethylformamide), [Cl-].[NH4+] (ammonium chloride). The product is BrC1=C(C=C(C=C1C)[N+](=O)[O-])C (2-bromo-1,3-dimethyl-5-nitrobenzene). The yield is 69.0%. RXN SMILES: FC(F)(F)S(O[C:7]1[C:12]([CH3:13])=[CH:11][C:10]([N+:14]([O-:16])=[O:15])=[CH:9][C:8]=1[CH3:17])(=O)=O.O.[Br-:21].[Li+]>CN(C)C=O.[Cl-].[NH4+]>[Br:21][C:7]1[C:12]([CH3:13])=[CH:11][C:10]([N+:14]([O-:16])=[O:15])=[CH:9][C:8]=1[CH3:17] |f:1.2.3,5.6|. Procedure details: 2,6-dimethyl-4-nitrophenyl trifluoromethanesulfonate (5.0 g, 17 mmol) was dissolved in N,N-dimethylformamide (40 mL). Lithium bromide monohydrate (4.7 g, 45 mmol) was added and the reaction was refluxed overnight. The reaction was diluted with saturated ammonium chloride and the layers were separated. The organics were washed with water (3×40 mL) and brine, dried over sodium sulfate, filtered and concentrated. Purification by column chromatography (2% ethyl acetate in petroleum ether) gave 2-bro...